Dataset: the Open Reaction Database (ORD), a public repository of structured organic reaction records. Task: describe an organic reaction: reactants, conditions, products, and yield Reactants: [Al+3], C1CCOC1, [H-], [H-], [H-], [H-], [Li+], COC(=O)C1CCCC(c2ccccc2)N1. Reaction SMILES: [Al+3:18].[CH2:23]1[O:24][CH2:25][CH2:26][CH2:27]1.[H-:17].[H-:20].[H-:21].[H-:22].[Li+:19].[c:1]1([CH:7]2[CH2:8][CH2:9][CH2:10][CH:11]([C:13](=[O:14])[O:15][CH3:16])[NH:12]2)[cH:2][cH:3][cH:4][cH:5][cH:6]1>>[c:1]1([CH:7]2[CH2:8][CH2:9][CH2:10][CH:11]([CH2:13][OH:14])[NH:12]2)[cH:2][cH:3][cH:4][cH:5][cH:6]1. Product: OCC1CCCC(c2ccccc2)N1.